From a dataset of the Open Reaction Database (ORD), a public repository of structured organic reaction records. describe an organic reaction: reactants, conditions, products, and yield Starting materials: FC(C=1C=C(C=C(C1)C(F)(F)F)[C@@H]1[C@@H](N(C(O1)=O)CC1=C(C=CC(=C1)C(F)(F)F)I)C)(F)F ((4S,5R)-5-[3,5-bis(trifluoromethyl)phenyl]-3-[2-iodo-5-(trifluoromethyl)-benzyl]-4-methyl-1,3-oxazolidin-2-one), N1(CCCCC1)C=1C=C(C=CC1)B(O)O (3-(piperidino)phenyl boronic acid), C([O-])([O-])=O.[Na+].[Na+] (sodium carbonate), CCOC(=O)C (EtOAc). The reagents and catalysts are [Pd].C1(=CC=CC=C1)P(C1=CC=CC=C1)C1=CC=CC=C1.C1(=CC=CC=C1)P(C1=CC=CC=C1)C1=CC=CC=C1.C1(=CC=CC=C1)P(C1=CC=CC=C1)C1=CC=CC=C1.C1(=CC=CC=C1)P(C1=CC=CC=C1)C1=CC=CC=C1 (tetrakis(triphenylphosphine) palladium). The solvent is O.CCO.C1(=CC=CC=C1)C (water EtOH toluene), CCCCCC (hexane). Product: FC(C=1C=C(C=C(C1)C(F)(F)F)[C@@H]1[C@@H](N(C(O1)=O)CC1=C(C=CC(=C1)C(F)(F)F)C1=C(C=CC(=C1)N1CCCCC1)OC)C)(F)F ((4S,5R)-5-[3,5-bis(trifluoromethyl)phenyl]-3-{[2′-methoxy-5′-piperidin-1-yl-4-(trifluoromethyl)biphenyl-2-yl]methyl}-4-methyl-1,3-oxazolidin-2-one). RXN SMILES: [F:1][C:2]([F:33])([F:32])[C:3]1[CH:4]=[C:5]([C@H:13]2[O:17][C:16](=[O:18])[N:15]([CH2:19][C:20]3[CH:25]=[C:24]([C:26]([F:29])([F:28])[F:27])[CH:23]=[CH:22][C:21]=3I)[C@H:14]2[CH3:31])[CH:6]=[C:7]([C:9]([F:12])([F:11])[F:10])[CH:8]=1.[N:34]1([C:40]2[CH:41]=[C:42](B(O)O)[CH:43]=[CH:44][CH:45]=2)[CH2:39][CH2:38][CH2:37][CH2:36][CH2:35]1.[C:49](=O)([O-])[O-:50].[Na+].[Na+].CCOC(C)=O>O.CCO.C1(C)C=CC=CC=1.[Pd].C1(P(C2C=CC=CC=2)C2C=CC=CC=2)C=CC=CC=1.C1(P(C2C=CC=CC=2)C2C=CC=CC=2)C=CC=CC=1.C1(P(C2C=CC=CC=2)C2C=CC=CC=2)C=CC=CC=1.C1(P(C2C=CC=CC=2)C2C=CC=CC=2)C=CC=CC=1.CCCCCC>[F:1][C:2]([F:33])([F:32])[C:3]1[CH:4]=[C:5]([C@H:13]2[O:17][C:16](=[O:18])[N:15]([CH2:19][C:20]3[CH:25]=[C:24]([C:26]([F:29])([F:28])[F:27])[CH:23]=[CH:22][C:21]=3[C:42]3[CH:41]=[C:40]([N:34]4[CH2:39][CH2:38][CH2:37][CH2:36][CH2:35]4)[CH:45]=[CH:44][C:43]=3[O:50][CH3:49])[C@H:14]2[CH3:31])[CH:6]=[C:7]([C:9]([F:12])([F:11])[F:10])[CH:8]=1 |f:2.3.4,6.7.8,9.10.11.12.13|. Procedure: A mixture of (4S,5R)-5-[3,5-bis(trifluoromethyl)phenyl]-3-[2-iodo-5-(trifluoromethyl)-benzyl]-4-methyl-1,3-oxazolidin-2-one (0.05 g, 0.084 mmol), 3-(piperidino)phenyl boronic acid (0.040 g, 0.167 mmol), tetrakis(triphenylphosphine) palladium (5% mol) and sodium carbonate (0.019 g, 0.18 mmol) in 7 ml of water/EtOH/toluene (1:2:4) was heated to reflux for 4 h. TLC (EtOAc:hexane/1:1) showed that the reaction was over. The solvents were removed. Water (10 ml) was added. The organic was extracted wit... Starting materials: [OH-].[Na+] (sodium hydroxide), Cl (hydrochloric acid), BrCC(=O)O (bromoacetic acid), C1(=CC=CC=C1)CS (phenylmethanethiol), [OH-].[Na+] (sodium hydroxide). The solvent is ClCCl (dichloromethane), O1CCCC1 (tetrahydrofuran). Run at temperature 100 celsius. Yields the product C(C1=CC=CC=C1)SCC(=O)O ((Benzylthio)acetic acid). The yield is 55.2%. RXN SMILES: [OH-].[Na+].Br[CH2:4][C:5]([OH:7])=[O:6].[C:8]1([CH2:14][SH:15])[CH:13]=[CH:12][CH:11]=[CH:10][CH:9]=1.Cl>O1CCCC1.ClCCl>[CH2:14]([S:15][CH2:4][C:5]([OH:7])=[O:6])[C:8]1[CH:13]=[CH:12][CH:11]=[CH:10][CH:9]=1 |f:0.1|. Procedure: 1N aqueous sodium hydroxide solution (500 cc), cooled to a temperature of approximately 5° C., is added in the course of 1 hour to bromoacetic acid (70 g). The mixture obtained is added to a solution of phenylmethanethiol (50 g) and 1N aqueous sodium hydroxide solution (500 cc) in tetrahydrofuran (500 cc), and then heated to approximately 100° C. for 90 minutes. The mixture is cooled to a temperature in the region of 5° C. There are added 12N aqueous hydrochloric acid solution (100 cc) and then ... The reactants are O (water), ClC1=CC=C(C=C1)CCC=O (3-(4-Chlorophenyl)propionaldehyde), CN (methylamine), C(C)(=O)O[BH-](OC(C)=O)OC(C)=O.[Na+] (sodium triacetoxyborohydride). Run in O1CCCC1 (tetrahydrofuran). Yields the product ClC1=CC=C(C=C1)CCCNC ([3-(4-Chlorophenyl)propyl]methylamine). As a reaction SMILES: [Cl:1][C:2]1[CH:7]=[CH:6][C:5]([CH2:8][CH2:9][CH:10]=O)=[CH:4][CH:3]=1.[CH3:12][NH2:13].C(O[BH-](OC(=O)C)OC(=O)C)(=O)C.[Na+].O>O1CCCC1>[Cl:1][C:2]1[CH:7]=[CH:6][C:5]([CH2:8][CH2:9][CH2:10][NH:13][CH3:12])=[CH:4][CH:3]=1 |f:2.3|. Procedure details: Intermediate 21 (0.35 g), methylamine (2.07 ml, 2M solution in tetrahydrofuran) were stirred together in tetrahydrofuran (15 ml) for 5 min, before sodium triacetoxyborohydride (1.32 g) was added. The reaction was stirred for 18 h, before water (10 ml) was added, and the tetrahydrofuran was removed in vacuo. The resulting slurry was washed with ethyl acetate (3×50 ml), and then basified to pH 11 using sodium hydroxide (2M). The aqueous was then re-extracted with ethyl acetate (3 ×50 ml). These co... The reactants are C(CCCCCCCCCCCCCCCCC)(=O)[O-].[Al+3].C(CCCCCCCCCCCCCCCCC)(=O)[O-].C(CCCCCCCCCCCCCCCCC)(=O)[O-] (aluminum stearate), C1CN=C(N1)NC2=C(C=C(C=C2Cl)N)Cl.Cl.Cl (p-Amino Clonidine dihydrochloride). Run at temperature 115 celsius. The product is C1CN=C(N1)NC2=C(C=C(C=C2Cl)N)Cl (p-Amino Clonidine). As a reaction SMILES: C([O-])(=O)CCCCCCCCCCCCCCCCC.[Al+3].C([O-])(=O)CCCCCCCCCCCCCCCCC.C([O-])(=O)CCCCCCCCCCCCCCCCC.[CH2:62]1[NH:66][C:65]([NH:67][C:68]2[C:73]([Cl:74])=[CH:72][C:71]([NH2:75])=[CH:70][C:69]=2[Cl:76])=[N:64][CH2:63]1.Cl.Cl>>[CH2:62]1[NH:66][C:65]([NH:67][C:68]2[C:73]([Cl:74])=[CH:72][C:71]([NH2:75])=[CH:70][C:69]=2[Cl:76])=[N:64][CH2:63]1 |f:0.1.2.3,4.5.6|. Procedure details: The aluminum stearate was dispersed with stirring in a portion of the sunflower oil heated to 115° C. The dispersion was added to the rest of the sunflower oil heated to 140° C. The gel was stirred at 130° C. for 15 minutes and then allowed to cool without stirring to room temperature. The milled p-Amino Clonidine dihydrochloride was dispersed in the cooled gel base and then passed through a colloid mill to produce a fine, homogenous dispersion. The dispersion was filled into plastic bottles fit...